This data is from the Open Reaction Database (ORD), a public repository of structured organic reaction records. The task is: describe an organic reaction: reactants, conditions, products, and yield Starting materials: CCO, CCOC(=O)c1cnn(C)c1-c1ccc(Cl)cc1C(OC)c1ccccc1Cl, [Na+], [OH-]. The product is COC(c1ccccc1Cl)c1cc(Cl)ccc1-c1c(C(=O)O)cnn1C. As a reaction SMILES: [CH3:31][CH2:32][OH:33].[Cl:1][c:2]1[cH:3][c:4]([CH:19]([c:20]2[c:21]([Cl:26])[cH:22][cH:23][cH:24][cH:25]2)[O:27][CH3:28])[c:5](-[c:8]2[n:9]([CH3:18])[n:10][cH:11][c:12]2[C:13](=[O:14])[O:15][CH2:16][CH3:17])[cH:6][cH:7]1.[Na+:30].[OH-:29]>>[Cl:1][c:2]1[cH:3][c:4]([CH:19]([c:20]2[c:21]([Cl:26])[cH:22][cH:23][cH:24][cH:25]2)[O:27][CH3:28])[c:5](-[c:8]2[n:9]([CH3:18])[n:10][cH:11][c:12]2[C:13](=[O:14])[OH:15])[cH:6][cH:7]1. Reactants: ClC1=CC=C(C(C#N)C2=C(C=C(C=C2Cl)NN=CC2=CC=CC=C2)Cl)C=C1 (benzaldehyde 4-(4-chloro-α-cyanobenzyl)-3,5-dichlorophenyl hydrazone), COC(CN=C=O)OC (2,2-dimethoxyethyl isocyanate). The reagents and catalysts are C1CCC2=NCCCN2CC1 (DBU). The solvent is C(C)#N (acetonitrile). Conditions: time 1 hour. Product: C(C1=CC=CC=C1)=NN(C(=O)NCC(OC)OC)C1=CC(=C(C(=C1)Cl)C(C1=CC=C(C=C1)Cl)C#N)Cl (1-benzylidene-2-[4-(4-chloro-α-cyanobenzyl)-3,5-dichlorophenyl]-4-(2,2-dimethoxyethyl)semicarbazide). Yield: 87.8%. As a reaction SMILES: [Cl:1][C:2]1[CH:27]=[CH:26][C:5]([CH:6]([C:9]2[C:14]([Cl:15])=[CH:13][C:12]([NH:16][N:17]=[CH:18][C:19]3[CH:24]=[CH:23][CH:22]=[CH:21][CH:20]=3)=[CH:11][C:10]=2[Cl:25])[C:7]#[N:8])=[CH:4][CH:3]=1.[CH3:28][O:29][CH:30]([O:35][CH3:36])[CH2:31][N:32]=[C:33]=[O:34]>C(#N)C.C1CCN2C(=NCCC2)CC1>[CH:18](=[N:17][N:16]([C:12]1[CH:11]=[C:10]([Cl:25])[C:9]([CH:6]([C:7]#[N:8])[C:5]2[CH:26]=[CH:27][C:2]([Cl:1])=[CH:3][CH:4]=2)=[C:14]([Cl:15])[CH:13]=1)[C:33]([NH:32][CH2:31][CH:30]([O:35][CH3:36])[O:29][CH3:28])=[O:34])[C:19]1[CH:24]=[CH:23][CH:22]=[CH:21][CH:20]=1. Procedure details: In 20 ml of acetonitrile was suspended 3.2 g of benzaldehyde 4-(4-chloro-α-cyanobenzyl)-3,5-dichlorophenyl hydrazone. To the suspension were added 1.5 g of 2,2-dimethoxyethyl isocyanate and 20 mg of DBU. The reaction was allowed to proceed for one hour at room temperature, then the resulting crystalline precipitate was collected by filtration, which was washed with hexane, followed by drying to afford 3.7 g of the titled compound as colorless crystals, m.p.190-191° C. Reactants: CN, Cc1c(F)cc(C(=O)NC2CC2)cc1-n1ccnc(NC2(c3ccccc3OCCCl)CC2)c1=O, C1COCCO1, O. The product is CNCCOc1ccccc1C1(Nc2nccn(-c3cc(C(=O)NC4CC4)cc(F)c3C)c2=O)CC1. Reaction SMILES: [CH3:36][NH2:37].[Cl:1][CH2:2][CH2:3][O:4][c:5]1[c:6]([C:11]2([NH:14][c:15]3[c:16](=[O:35])[n:17](-[c:21]4[cH:22][c:23]([C:24](=[O:25])[NH:26][CH:27]5[CH2:28][CH2:29]5)[cH:30][c:31]([F:34])[c:32]4[CH3:33])[cH:18][cH:19][n:20]3)[CH2:12][CH2:13]2)[cH:7][cH:8][cH:9][cH:10]1.[O:39]1[CH2:40][CH2:41][O:42][CH2:43][CH2:44]1.[OH2:38]>>[CH2:2]([CH2:3][O:4][c:5]1[c:6]([C:11]2([NH:14][c:15]3[c:16](=[O:35])[n:17](-[c:21]4[cH:22][c:23]([C:24](=[O:25])[NH:26][CH:27]5[CH2:28][CH2:29]5)[cH:30][c:31]([F:34])[c:32]4[CH3:33])[cH:18][cH:19][n:20]3)[CH2:12][CH2:13]2)[cH:7][cH:8][cH:9][cH:10]1)[NH:37][CH3:36]. The reactants are CC#N, Cl, CCOC(=O)CC(c1ccccc1)n1cnc2cc(NC(=O)Nc3ccccc3)ccc21. Product: O=C(O)CC(c1ccccc1)n1cnc2cc(NC(=O)Nc3ccccc3)ccc21. RXN SMILES: [CH3:33][C:34]#[N:35].[ClH:36].[NH:1]([c:2]1[cH:3][cH:4][cH:5][cH:6][cH:7]1)[C:8](=[O:9])[NH:10][c:11]1[cH:12][c:13]2[c:14]([n:15]([CH:18]([CH2:19][C:20](=[O:21])[O:22][CH2:23][CH3:24])[c:25]3[cH:26][cH:27][cH:28][cH:29][cH:30]3)[cH:16][n:17]2)[cH:31][cH:32]1>>[NH:1]([c:2]1[cH:3][cH:4][cH:5][cH:6][cH:7]1)[C:8](=[O:9])[NH:10][c:11]1[cH:12][c:13]2[c:14]([n:15]([CH:18]([CH2:19][C:20](=[O:21])[OH:22])[c:25]3[cH:26][cH:27][cH:28][cH:29][cH:30]3)[cH:16][n:17]2)[cH:31][cH:32]1. The reactants are morpholino, sulfonamide, C(C)(C)(C)OC(=O)N1CC=2C=C3O[C@H](C(N(C3=CC2CC1C(N[C@@H](CC1=CC=C(C=C1)C1=CC=C(C=C1)C#N)C(=O)OC)=O)C)=O)C1=CC=C(C=C1)OCC1=CC(=C(C=C1)Cl)Cl ((S)-7-[(S)-2-(4′-cyano-biphenyl-4-yl)-1-methoxycarbonyl-ethylcarbamoyl]-3-[4-(3,4-dichloro-benzyloxy)-phenyl]-1-methyl-2-oxo-1,2,3,5,7,8-hexahydro-4-oxa-1,6-diaza-anthracene-6-carboxylic acid tert-butyl ester), COC([C@H](CC1=CC=C(C=C1)C1=CC=C(C=C1)C#N)NC(=O)C1N(CC=2C=C3O[C@H](C(N(C3=CC2C1)C)=O)C1=CC=C(C=C1)OCC1=CC(=C(C=C1)Cl)Cl)S(=O)(=O)C1=C(N=C(S1)NC(C)=O)C)=O ((S)-2-({(S)-6-(2-acetylamino-4-methyl-thiazole-5-sulfonyl)-3-[4-(3,4-dichloro-benzyloxy)-phenyl]-1-methyl-2-oxo-2,3,5,6,7,8-hexahydro-1H-4-oxa-1,6-diaza-anthracene-7-carbonyl}-amino)-3-(4′-cyano-biphenyl-4-yl)-propionic acid methyl ester). Yields the product COC([C@H](CC1=CC=C(C=C1)C1=CC=C(C=C1)C#N)NC(=O)C1N(CC=2C=C3O[C@H](C(N(C3=CC2C1)C)=O)C1=CC=C(C=C1)OCC1=CC(=C(C=C1)Cl)Cl)S(=O)(=O)C1=C(N=C(S1)N)C)=O ((S)-2-({(S)-6-(2-amino-4-methyl-thiazole-5-sulfonyl)-3-[4-(3,4-dichloro-benzyloxy)-phenyl]-1-methyl-2-oxo-2,3,5,6,7,8-hexahydro-1H-4-oxa-1,6-diaza-anthracene-7-carbonyl}-amino)-3-(4′-cyano-biphenyl-4-yl)-propionic acid methyl ester). Reaction SMILES: C(OC(N1C(C(=O)N[C@H](C(OC)=O)CC2C=CC(C3C=CC(C#N)=CC=3)=CC=2)CC2C=C3C(O[C@@H](C4C=CC(OCC5C=CC(Cl)=C(Cl)C=5)=CC=4)C(=O)N3C)=CC=2C1)=O)(C)(C)C.[CH3:63][O:64][C:65](=[O:130])[C@@H:66]([NH:82][C:83]([CH:85]1[CH2:98][C:97]2[CH:96]=[C:95]3[C:90]([O:91][C@@H:92]([C:101]4[CH:106]=[CH:105][C:104]([O:107][CH2:108][C:109]5[CH:114]=[CH:113][C:112]([Cl:115])=[C:111]([Cl:116])[CH:110]=5)=[CH:103][CH:102]=4)[C:93](=[O:100])[N:94]3[CH3:99])=[CH:89][C:88]=2[CH2:87][N:86]1[S:117]([C:120]1[S:124][C:123]([NH:125]C(=O)C)=[N:122][C:121]=1[CH3:129])(=[O:119])=[O:118])=[O:84])[CH2:67][C:68]1[CH:73]=[CH:72][C:71]([C:74]2[CH:79]=[CH:78][C:77]([C:80]#[N:81])=[CH:76][CH:75]=2)=[CH:70][CH:69]=1>>[CH3:63][O:64][C:65](=[O:130])[C@@H:66]([NH:82][C:83]([CH:85]1[CH2:98][C:97]2[CH:96]=[C:95]3[C:90]([O:91][C@@H:92]([C:101]4[CH:102]=[CH:103][C:104]([O:107][CH2:108][C:109]5[CH:114]=[CH:113][C:112]([Cl:115])=[C:111]([Cl:116])[CH:110]=5)=[CH:105][CH:106]=4)[C:93](=[O:100])[N:94]3[CH3:99])=[CH:89][C:88]=2[CH2:87][N:86]1[S:117]([C:120]1[S:124][C:123]([NH2:125])=[N:122][C:121]=1[CH3:129])(=[O:119])=[O:118])=[O:84])[CH2:67][C:68]1[CH:69]=[CH:70][C:71]([C:74]2[CH:75]=[CH:76][C:77]([C:80]#[N:81])=[CH:78][CH:79]=2)=[CH:72][CH:73]=1. Procedure: (3R,7S)-3-[4-(3,4-Dichloro-benzyloxy)-phenyl]-1-methyl-2-oxo-1,2,3,5,7,8-hexahydro-4-oxa-1,6-diaza-anthracene-6,7-dicarboxylic acid 6-tert-butyl ester 7-methyl ester was hydrolyzed as described in general procedure B to furnish (S)-3-[4-(3,4-dichloro-benzyloxy)-phenyl]-1-methyl-2-oxo-1,2,3,5,7,8-hexahydro-4-oxa-1,6-diaza-anthracene-6,7-dicarboxylic acid 6-tert-butyl ester as a mixture of diastereomers (1:1) at the morpholino center. This mixture of acids was converted to (S)-7-[(S)-2-(4′-cyano-b...